This data is from the Open Reaction Database (ORD), a public repository of structured organic reaction records. The task is: describe an organic reaction: reactants, conditions, products, and yield Starting materials: CC(C)C[Al+]CC(C)C, CCOC(=O)C=Cc1ccc(OC(C)C)cc1, [H-]. Yields the product CC(C)Oc1ccc(C=CCO)cc1. As a reaction SMILES: [CH2:19]([Al+:20][CH2:21][CH:22]([CH3:23])[CH3:24])[CH:25]([CH3:26])[CH3:27].[CH:1]([CH3:2])([CH3:3])[O:4][c:5]1[cH:6][cH:7][c:8]([CH:9]=[CH:10][C:11](=[O:12])[O:13][CH2:14][CH3:15])[cH:16][cH:17]1.[H-:18]>>[CH:1]([CH3:2])([CH3:3])[O:4][c:5]1[cH:6][cH:7][c:8]([CH:9]=[CH:10][CH2:11][OH:12])[cH:16][cH:17]1. Starting materials: Cl (HCl), CC=1N(C(=C(N1)C(=O)OC)C)C1=CC=CC=C1 (methyl 2,5-dimethyl-1-phenyl-1H-imidazole-4-carboxylate), [Li+].[OH-] (LiOH). Solvent: C1CCOC1 (THF), O (water). Reaction conditions: temperature 70 celsius. The product is CC=1N(C(=C(N1)C(=O)O)C)C1=CC=CC=C1 (2,5-dimethyl-1-phenyl-1H-imidazole-4-carboxylic acid). The yield is 92.5%. As a reaction SMILES: [CH3:1][C:2]1[N:3]([C:12]2[CH:17]=[CH:16][CH:15]=[CH:14][CH:13]=2)[C:4]([CH3:11])=[C:5]([C:7]([O:9]C)=[O:8])[N:6]=1.[Li+].[OH-].Cl>C1COCC1.O>[CH3:1][C:2]1[N:3]([C:12]2[CH:17]=[CH:16][CH:15]=[CH:14][CH:13]=2)[C:4]([CH3:11])=[C:5]([C:7]([OH:9])=[O:8])[N:6]=1 |f:1.2|. Reported procedure: Part D: To a magnetically stirred solution of methyl 2,5-dimethyl-1-phenyl-1H-imidazole-4-carboxylate (8.0 gram, 0.035 mol) in THF (100 ml) was added a solution of LiOH (1.68 gram) in water (100 ml). The resulting mixture was heated at 70° C. for 16 hours, allowed to attain room temperature and acidified with 2 molar equivalents of a 1N HCl solution. The formed precipitate was collected to give crude 2,5-dimethyl-1-phenyl-1H-imidazole-4-carboxylic acid (7.0 gram, 93% yield). 1H-NMR (400 MHz, DMS... Starting materials: O (water), FC=1C=C(C=C(C1)F)C=1C=CC(N(N1)CC1=CC(=CC=C1)B1OC(C(O1)(C)C)(C)C)=O (6-(3,5-difluorophenyl)-2-[3-(4,4,5,5-tetramethyl-1,3,2-dioxaborolan-2-yl)-benzyl]-2H-pyridazin-3-one), BrC=1N=CC(=NC1)N (5-bromopyrazin-2-ylamine), C(O)([O-])=O.[Na+] (sodium hydrogencarbonate). The reagents and catalysts are C=1C=CC(=CC1)[P](C=2C=CC=CC2)(C=3C=CC=CC3)[Pd]([P](C=4C=CC=CC4)(C=5C=CC=CC5)C=6C=CC=CC6)([P](C=7C=CC=CC7)(C=8C=CC=CC8)C=9C=CC=CC9)[P](C=1C=CC=CC1)(C=1C=CC=CC1)C=1C=CC=CC1 (tetrakis(triphenylphosphine)palladium(0)), C=1C=CC(=CC1)[P](C=2C=CC=CC2)(C=3C=CC=CC3)[Pd]([P](C=4C=CC=CC4)(C=5C=CC=CC5)C=6C=CC=CC6)([P](C=7C=CC=CC7)(C=8C=CC=CC8)C=9C=CC=CC9)[P](C=1C=CC=CC1)(C=1C=CC=CC1)C=1C=CC=CC1 (tetrakis(triphenylphosphine)palladium(0)). Solvent: C(C)#N (acetonitrile). Run at temperature 80 celsius. The product is NC=1N=CC(=NC1)C=1C=C(CN2N=C(C=CC2=O)C2=CC(=CC(=C2)F)F)C=CC1 (2-[3-(5-aminopyrazin-2-yl)benzyl]-6-(3,5-difluorophenyl)-2H-pyridazin-3-one). Reaction SMILES: O.[F:2][C:3]1[CH:4]=[C:5]([C:10]2[CH:11]=[CH:12][C:13](=[O:32])[N:14]([CH2:16][C:17]3[CH:22]=[CH:21][CH:20]=[C:19](B4OC(C)(C)C(C)(C)O4)[CH:18]=3)[N:15]=2)[CH:6]=[C:7]([F:9])[CH:8]=1.Br[C:34]1[N:35]=[CH:36][C:37]([NH2:40])=[N:38][CH:39]=1.C(=O)([O-])O.[Na+]>C1C=CC([P]([Pd]([P](C2C=CC=CC=2)(C2C=CC=CC=2)C2C=CC=CC=2)([P](C2C=CC=CC=2)(C2C=CC=CC=2)C2C=CC=CC=2)[P](C2C=CC=CC=2)(C2C=CC=CC=2)C2C=CC=CC=2)(C2C=CC=CC=2)C2C=CC=CC=2)=CC=1.C(#N)C>[NH2:40][C:37]1[N:38]=[CH:39][C:34]([C:19]2[CH:18]=[C:17]([CH:22]=[CH:21][CH:20]=2)[CH2:16][N:14]2[C:13](=[O:32])[CH:12]=[CH:11][C:10]([C:5]3[CH:4]=[C:3]([F:2])[CH:8]=[C:7]([F:9])[CH:6]=3)=[N:15]2)=[N:35][CH:36]=1 |f:3.4,^1:49,51,70,89|. Reported procedure: 5 ml of water and 5 ml of acetonitrile are added to 150 mg (0.35 mmol) of 6-(3,5-difluorophenyl)-2-[3-(4,4,5,5-tetramethyl-1,3,2-dioxaborolan-2-yl)-benzyl]-2H-pyridazin-3-one, 63 mg (0.35 mmol) of 5-bromopyrazin-2-ylamine and 167 mg (1.99 mmol) of sodium hydrogencarbonate, and the mixture is degassed a number of times. Under an argon atmosphere, mg (0.017 mmol) of tetrakis(triphenylphosphine)palladium(0) are added, and the mixture is subsequently heated at 80° C. for 15 h with stirring. A furthe... Reactants: [O-]CC.[Na+] (Sodium ethoxide), C(C)OC(C(CCCC1=CC=CC=C1)=C(C)N)=O (2-(1-amino-ethylidene)-5-phenyl-pentanoic acid ethyl ester), C(C)OC(CC(=O)OCC)=O (Malonic acid diethyl ester). Run in C(C)O (ethanol), C(C)O (ethanol). The product is C(C)OC(=O)C=1C(N(C(=C(C1O)CCCC1=CC=CC=C1)C)CC)=O (ethyl 4-hydroxy-6-methyl-2-oxo-5-(3-phenyl-propyl)-1,2dihydro-pyridine-3-carboxylic acid ethyl ester). Reaction SMILES: [O-][CH2:2][CH3:3].[Na+].C(O[C:8](=[O:15])[CH2:9][C:10]([O:12][CH2:13][CH3:14])=[O:11])C.C(O[C:19](=[O:33])[C:20](=[C:30]([NH2:32])[CH3:31])[CH2:21][CH2:22][CH2:23][C:24]1[CH:29]=[CH:28][CH:27]=[CH:26][CH:25]=1)C>C(O)C>[CH2:13]([O:12][C:10]([C:9]1[C:8](=[O:15])[N:32]([CH2:2][CH3:3])[C:30]([CH3:31])=[C:20]([CH2:21][CH2:22][CH2:23][C:24]2[CH:25]=[CH:26][CH:27]=[CH:28][CH:29]=2)[C:19]=1[OH:33])=[O:11])[CH3:14] |f:0.1|. Procedure details: Sodium ethoxide in ethanol (27.5 ml; 0.0738 mol) was stirred and refluxed. Malonic acid diethyl ester (11.8 ml; 0.0738 mol) was added dropwise. A solution of intermediate 23 (8.3 g; 0.0335 mol) in ethanol (30 ml) was added dropwise. The mixture was stirred and refluxed for 15 hours. Three-quarters of EtOH were evaporated. The mixture was poured out in ice, acidified with HCl 3N and extracted with EtOAc. The organic layer was separated, dried (MgSO4), filtered and the solvent was evaporated The r... The reactants are BrC1=C(N=C2N(C1=O)C=CC=C2)CCl (3-bromo-2-(chloromethyl)-4H-pyrido[1,2-a]pyrimidin-4-one), C(C)(=O)[O-].[K+] (potassium acetate), CN(C)C=O (DMF). Solvent: O (water). Run at temperature 40 celsius, time 3.5 hour. Product: C(C)(=O)OCC=1N=C2N(C(C1Br)=O)C=CC=C2 ((3-bromo-4-oxo-4H-pyrido[1,2-a]pyrimidin-2-yl)methyl acetate). As a reaction SMILES: [Br:1][C:2]1[C:7](=[O:8])[N:6]2[CH:9]=[CH:10][CH:11]=[CH:12][C:5]2=[N:4][C:3]=1[CH2:13]Cl.[C:15]([O-:18])(=[O:17])[CH3:16].[K+].CN(C=O)C>O>[C:15]([O:18][CH2:13][C:3]1[N:4]=[C:5]2[CH:12]=[CH:11][CH:10]=[CH:9][N:6]2[C:7](=[O:8])[C:2]=1[Br:1])(=[O:17])[CH3:16] |f:1.2|. Procedure: A mixture of 3-bromo-2-(chloromethyl)-4H-pyrido[1,2-a]pyrimidin-4-one (4.53 g, 15.76 mmol), potassium acetate (1.5 equiv.) and DMF (60 mL) was stirred at 40° C. for 3.5 h, at this point the reaction was completed by LCMS. The mixture was cond under reduced pressure. To the residue was added water (100 mL) and the resulting precipitate was collected by filtration, washed with water (100 mL) and dried to give the (3-bromo-4-oxo-4H-pyrido[1,2-a]pyrimidin-2-yl)methyl acetate as a brown solid, which ... Starting materials: [H-].[Na+] (Sodium hydride), C(C)OC(=O)C1=NS(C2=C1C=CC=C2)(=O)=O (1,2-Benzoisothiazole-3-carboxylic Acid Ethyl Ester 1,1-Dioxide), C(C)O (ethanol), Cl (HCl), BrC1=CC(=C(CBr)C=C1)F (4-bromo-2-fluorobenzyl bromide). Run in CN(C)C=O (DMF), O (water). Run at time 2 hour. Yields the product C(C)OC(=O)C1(N(S(C2=C1C=CC=C2)(=O)=O)CC2=C(C=C(C=C2)Br)F)OCC (2-[(4-Bromo-2-fluorophenyl)methyl]-2,3-dihydro-3-ethoxy-1,2-benzisothiazole-3-carboxylic Acid Ethyl ester 1,1-Dioxide). Yield: 68.0%. RXN SMILES: [H-].[Na+].[CH2:3]([O:5][C:6]([C:8]1[C:12]2[CH:13]=[CH:14][CH:15]=[CH:16][C:11]=2[S:10](=[O:18])(=[O:17])[N:9]=1)=[O:7])[CH3:4].[Br:19][C:20]1[CH:27]=[CH:26][C:23]([CH2:24]Br)=[C:22]([F:28])[CH:21]=1.Cl.[CH2:30]([OH:32])[CH3:31]>CN(C=O)C.O>[CH2:3]([O:5][C:6]([C:8]1([O:32][CH2:30][CH3:31])[C:12]2[CH:13]=[CH:14][CH:15]=[CH:16][C:11]=2[S:10](=[O:17])(=[O:18])[N:9]1[CH2:24][C:23]1[CH:26]=[CH:27][C:20]([Br:19])=[CH:21][C:22]=1[F:28])=[O:7])[CH3:4] |f:0.1|. Procedure: Sodium hydride (0.21 g, 7.02 mmol, 80% dispersion in mineral oil) was added to a stirred, room temperature solution of (VII) (1.40 g, 5.85 mmol) and dry ethanol (0.38 mL), 6.44 mmol) in DMF (8 mL). An exotherm resulted and after 10 min, 4-bromo-2-fluorobenzyl bromide (1.72 g, 6.44 mmol) was added. After 2 h, the reaction mixture was added to an aqueous solution consisting of 10% aq. HCl (25 mL) and water (125 mL). This was extracted with ether (150 mL) and the ether extract was washed with brine... The reactants are [N+](=O)([O-])C=1C=CC(=C(C(=O)OCC)C1)OC1=CC(=C(C=C1)F)F (ethyl 5-nitro-2-(3,4-difluorophenoxy)benzoate), NC1=CC=CC=C1 (aniline). Solvent: C(C)O (ethanol). Product: NC=1C=CC(=C(C(=O)OCC)C1)OC1=CC(=C(C=C1)F)F (ethyl 5-amino-2-(3,4-difluorophenoxy)benzoate). Yield: 97.2%. RXN SMILES: [N+:1]([C:4]1[CH:5]=[CH:6][C:7]([O:15][C:16]2[CH:21]=[CH:20][C:19]([F:22])=[C:18]([F:23])[CH:17]=2)=[C:8]([CH:14]=1)[C:9]([O:11][CH2:12][CH3:13])=[O:10])([O-])=O.NC1C=CC=CC=1>C(O)C>[NH2:1][C:4]1[CH:5]=[CH:6][C:7]([O:15][C:16]2[CH:21]=[CH:20][C:19]([F:22])=[C:18]([F:23])[CH:17]=2)=[C:8]([CH:14]=1)[C:9]([O:11][CH2:12][CH3:13])=[O:10]. Reported procedure: Using the method of Example 17.3, ethyl 5-nitro-2-(3,4-difluorophenoxy)benzoate (0.76 g) in ethanol (8 mL) was converted to the corresponding aniline derivative which was obtained as an oil (0.67 g).